Dataset: the Open Reaction Database (ORD), a public repository of structured organic reaction records. Task: describe an organic reaction: reactants, conditions, products, and yield Reactants: FC1=C(C=CC(=C1F)OC[C@@H]1CC[C@H](CC1)CCCCC)O (2,3-difluoro-4-(trans-4-pentylcyclohexyl)methoxyphenol), C(CCC)Br (butyl bromide), C([O-])([O-])=O.[K+].[K+] (potassium carbonate). Solvent: CN(C=O)C (dimethylformamide). Product: C(CCC)OC1=C(C(=C(C=C1)OC[C@@H]1CC[C@H](CC1)CCCCC)F)F (1-butyloxy-2,3-difluoro-4-(trans-4-pentylcyclohexyl)methoxybenzene). As a reaction SMILES: [F:1][C:2]1[C:7]([F:8])=[C:6]([O:9][CH2:10][C@H:11]2[CH2:16][CH2:15][C@H:14]([CH2:17][CH2:18][CH2:19][CH2:20][CH3:21])[CH2:13][CH2:12]2)[CH:5]=[CH:4][C:3]=1[OH:22].[CH2:23](Br)[CH2:24][CH2:25][CH3:26].C(=O)([O-])[O-].[K+].[K+]>CN(C)C=O>[CH2:23]([O:22][C:3]1[CH:4]=[CH:5][C:6]([O:9][CH2:10][C@H:11]2[CH2:16][CH2:15][C@H:14]([CH2:17][CH2:18][CH2:19][CH2:20][CH3:21])[CH2:13][CH2:12]2)=[C:7]([F:8])[C:2]=1[F:1])[CH2:24][CH2:25][CH3:26] |f:2.3.4|. Procedure: 0.1 mol of 2,3-difluoro-4-(trans-4-pentylcyclohexyl)methoxyphenol, 0.11 mol of butyl bromide and 0.11 mol of potassium carbonate are heated for 16 hours at 100° in 100 ml of dimethylformamide (DMF). After cooling, the inorganic salts are filtered off with suction, the filtrate is concentrated, and water is added. 1-butyloxy-2,3-difluoro-4-(trans-4-pentylcyclohexyl)methoxybenzene is obtained by extraction with dichloromethane.